This data is from the Open Reaction Database (ORD), a public repository of structured organic reaction records. The task is: describe an organic reaction: reactants, conditions, products, and yield The reactants are C([O-])(O)=O.[Na+] (sodium bicarbonate), NC=1C=CC(=C(C1)F)N1C=NC(=C1)C (5-Amino-2-(4-methylimidazol-1-yl)fluorobenzene), ClC(=O)OCC1=CC=CC=C1 (benzyl chloroformate), N1=CC=CC=C1 (Pyridine). The solvent is ClCCl (dichloromethane). Reaction conditions: time 16 hour. The product is C(C1=CC=CC=C1)OC(=O)NC=1C=CC(=C(C1)F)N1C=NC(=C1)C (5-Benzyloxycarbonylamino-2-(4-methylimidazol-1-yl)fluorobenzene). Yield: 92.9%. RXN SMILES: [NH2:1][C:2]1[CH:3]=[CH:4][C:5]([N:9]2[CH:13]=[C:12]([CH3:14])[N:11]=[CH:10]2)=[C:6]([F:8])[CH:7]=1.N1C=CC=CC=1.Cl[C:22]([O:24][CH2:25][C:26]1[CH:31]=[CH:30][CH:29]=[CH:28][CH:27]=1)=[O:23].C(=O)(O)[O-].[Na+]>ClCCl>[CH2:25]([O:24][C:22]([NH:1][C:2]1[CH:3]=[CH:4][C:5]([N:9]2[CH:13]=[C:12]([CH3:14])[N:11]=[CH:10]2)=[C:6]([F:8])[CH:7]=1)=[O:23])[C:26]1[CH:31]=[CH:30][CH:29]=[CH:28][CH:27]=1 |f:3.4|. Procedure: 5-Amino-2-(4-methylimidazol-1-yl)fluorobenzene (50.6 g, 0.265 M) was dissolved in dry dichloromethane (800 ml) under nitrogen, and cooled to −5°. Pyridine (26.1 g, 0.33 M) was added, followed by benzyl chloroformate (49.9 g, 0.292 M) over 30 minutes. The mixture was stirred and the temperature allowed to rise to ambient over 16 hours. Aqueous sodium bicarbonate (5%, 350 ml) was added, the organic layer separated, and the aqueous layer re-extracted with dichloromethane (2×200 ml), and combined or... Reactants: C(#N)C1=CC=C(C=C1)C1=C(C=C(N=N1)Cl)C (6-(p-cyanophenyl)-5-methyl-3-chloropyridazine), C(NN)(=O)OCC (ethyl carbazate). Run in C(CCC)O (n-butyl alcohol). The product is C(#N)C1=CC=C(C=C1)C1=C(C=C(N=N1)NNC(=O)OCC)C (Ethyl 3-[6-(p-cyanophenyl)-5-methyl-3-pyridazinyl]carbazate). RXN SMILES: [C:1]([C:3]1[CH:8]=[CH:7][C:6]([C:9]2[N:14]=[N:13][C:12](Cl)=[CH:11][C:10]=2[CH3:16])=[CH:5][CH:4]=1)#[N:2].[C:17]([O:21][CH2:22][CH3:23])(=[O:20])[NH:18][NH2:19]>C(O)CCC>[C:1]([C:3]1[CH:8]=[CH:7][C:6]([C:9]2[N:14]=[N:13][C:12]([NH:19][NH:18][C:17]([O:21][CH2:22][CH3:23])=[O:20])=[CH:11][C:10]=2[CH3:16])=[CH:5][CH:4]=1)#[N:2]. Procedure details: A mixture of 2.29 g. of 6-(p-cyanophenyl)-5-methyl-3-chloropyridazine and 2.18 g. of ethyl carbazate in 50 ml. of n-butyl alcohol is prepared. This solution is stirred and heated at reflux temperature for 4 hours. The reaction mixture is cooled to room temperature and the solvent removed on a rotating evaporator. Water is added to the residue and the resulting solid filtered, washed with water, ether and dried. The product is recrystallized from ethanol, m.p. 189°-191° C. Starting materials: C(C)(C)(C)OC(NCCCN(S(=O)(=O)C)CC1=CC(=CC=C1)C1=NC(=NC=C1)Cl)=O ((3-{[3-(2-Chloro-pyrimidin-4-yl)-benzyl]-methanesulfonyl-amino}-propyl)-carbamic acid tert-butyl ester), N1C=C(C2=CC=CC=C12)CCN (2-(1H-Indol-3-yl)-ethylamine), 479. Product: NCCCN(S(=O)(=O)C)CC1=CC(=CC=C1)C1=NC(=NC=C1)NCCC1=CNC2=CC=CC=C12 (N-(3-Amino-propyl)-N-(3-{2-[2-(1H-indol-3-yl)-ethylamino]-pyrimidin-4-yl}-benzyl)-methanesulfonamide). RXN SMILES: C(OC(=O)[NH:7][CH2:8][CH2:9][CH2:10][N:11]([CH2:16][C:17]1[CH:22]=[CH:21][CH:20]=[C:19]([C:23]2[CH:28]=[CH:27][N:26]=[C:25](Cl)[N:24]=2)[CH:18]=1)[S:12]([CH3:15])(=[O:14])=[O:13])(C)(C)C.[NH:31]1[C:39]2[C:34](=[CH:35][CH:36]=[CH:37][CH:38]=2)[C:33]([CH2:40][CH2:41][NH2:42])=[CH:32]1>>[NH2:7][CH2:8][CH2:9][CH2:10][N:11]([CH2:16][C:17]1[CH:22]=[CH:21][CH:20]=[C:19]([C:23]2[CH:28]=[CH:27][N:26]=[C:25]([NH:42][CH2:41][CH2:40][C:33]3[C:34]4[C:39](=[CH:38][CH:37]=[CH:36][CH:35]=4)[NH:31][CH:32]=3)[N:24]=2)[CH:18]=1)[S:12]([CH3:15])(=[O:13])=[O:14]. Reported procedure: Intermediate 4 was coupled with 2-(1H-Indol-3-yl)-ethylamine following procedure F and the resulting product deprotected following procedure G. LC-MS showed the product had the expected M+H+ of 479. 1H NMR (Varian 300 MHz, CDCl3—CD3OD, shifts relative to the solvent peak at 7.24 ppm) 8.1 (m, 2H) 7.9 (m, 1H) 7.7 (d, 1H) 7.6 (m, 4H) 7.2 (m, 1H) 7.0 (m, 2H) 4.4 (d, 2H) 3.9 (m, 1H) 3.6 (m, 1H) 3.3 (m, 2H) 3.1 (m, 2H) 2.9 (m, 5H) 1.7 (m, 2H). Reactants: COC(COC1=C(C(=C(C=C1)C(C)=O)O)CCC)=O ((4-acetyl-3-hydroxy-2-propylphenoxy)acetic acid methyl ester), C(Br)C1CO1 (epibromohydrin), [I-].[K+] (potassium iodide), C([O-])([O-])=O.[K+].[K+] (potassium carbonate). The solvent is CC(=O)C (acetone), CN(C=O)C (dimethylformamide). Product: COC(COC1=C(C(=C(C=C1)C(C)=O)OCC1OC1)CCC)=O ([4-acetyl-3-(oxiranylmethoxy)-2-propylphenoxy]acetic acid methyl ester). RXN SMILES: [CH3:1][O:2][C:3](=[O:19])[CH2:4][O:5][C:6]1[CH:11]=[CH:10][C:9]([C:12](=[O:14])[CH3:13])=[C:8]([OH:15])[C:7]=1[CH2:16][CH2:17][CH3:18].[CH2:20]([CH:22]1[O:24][CH2:23]1)Br.[I-].[K+].C(=O)([O-])[O-].[K+].[K+]>CC(C)=O.CN(C)C=O>[CH3:1][O:2][C:3](=[O:19])[CH2:4][O:5][C:6]1[CH:11]=[CH:10][C:9]([C:12](=[O:14])[CH3:13])=[C:8]([O:15][CH2:20][CH:22]2[CH2:23][O:24]2)[C:7]=1[CH2:16][CH2:17][CH3:18] |f:2.3,4.5.6|. Procedure: A mixture of 7.75 g of (4-acetyl-3-hydroxy-2-propylphenoxy)acetic acid methyl ester, 7.5 ml of epibromohydrin, 4.8 g of potassium iodide and 6.0 g of anhydrous potassium carbonate in 80 ml of anhydrous acetone and 40 ml of anhydrous dimethylformamide was stirred at reflux for 50 hours. The reaction mixture was filtered and the filtrate was concentrated in vacuo to an oil which was purified by high pressure liquid chromatography (HPLC) using 10% ethyl acetate-hexane to yield 6.16 g of [4-acetyl-3... The product is C(C)(=O)OC1=C(C(=O)O)C=CC(=C1)S(=O)(=O)OC1=C(C=C(C=C1)C(=O)C1=C(SC(=C1C)C)CC1=CC=C(C=C1)Br)C1CCCC1 (2-Acetoxy-4-{4-[2-(4-Bromo-benzyl)-4,5-dimethyl-thiophene-3-carbonyl]-2-cyclopentyl-phenoxysulfonyl}-benzoic acid). Procedure: The tide compound was prepared according to the procedure in Example 22 using 4-{4-[2-(4-bromo-benzyl)-4,5-dimethyl-thiophene-3-carbonyl]-2-cyclopentyl-phenoxysulfonyl}-2-hydroxy-benzoic acid (0.211 g, 0.315 mmol), magnesium iodide (0.0876 g, 0.315 mmol) and acetic anhydride (2.5 mL) in ether. Purification on 2% H3PO4/MeOH treated silica gel, eluting with a 10 & 20% EtOAc/pet ether step gradient followed by crystallization from acetone/hexane gave 0.185 g (57%) of the tide compound as a white so... RXN SMILES: [Br:1][C:2]1[CH:42]=[CH:41][C:5]([CH2:6][C:7]2[S:8][C:9]([CH3:40])=[C:10]([CH3:39])[C:11]=2[C:12]([C:14]2[CH:33]=[CH:32][C:17]([O:18][S:19]([C:22]3[CH:30]=[CH:29][C:25]([C:26]([OH:28])=[O:27])=[C:24]([OH:31])[CH:23]=3)(=[O:21])=[O:20])=[C:16]([CH:34]3[CH2:38][CH2:37][CH2:36][CH2:35]3)[CH:15]=2)=[O:13])=[CH:4][CH:3]=1.[I-].[Mg+2].[I-].[C:46](OC(=O)C)(=[O:48])[CH3:47]>CCOCC>[C:46]([O:31][C:24]1[CH:23]=[C:22]([S:19]([O:18][C:17]2[CH:32]=[CH:33][C:14]([C:12]([C:11]3[C:10]([CH3:39])=[C:9]([CH3:40])[S:8][C:7]=3[CH2:6][C:5]3[CH:4]=[CH:3][C:2]([Br:1])=[CH:42][CH:41]=3)=[O:13])=[CH:15][C:16]=2[CH:34]2[CH2:35][CH2:36][CH2:37][CH2:38]2)(=[O:21])=[O:20])[CH:30]=[CH:29][C:25]=1[C:26]([OH:28])=[O:27])(=[O:48])[CH3:47] |f:1.2.3|. Yield: 57.0%. The reactants are BrC1=CC=C(CC=2SC(=C(C2C(=O)C2=CC(=C(OS(=O)(=O)C3=CC(=C(C(=O)O)C=C3)O)C=C2)C2CCCC2)C)C)C=C1 (4-{4-[2-(4-bromo-benzyl)-4,5-dimethyl-thiophene-3-carbonyl]-2-cyclopentyl-phenoxysulfonyl}-2-hydroxy-benzoic acid), [I-].[Mg+2].[I-] (magnesium iodide), C(C)(=O)OC(C)=O (acetic anhydride). Run in CCOCC (ether). Starting materials: CN1CCN(c2nc(Cl)nc(NNC(=O)C(CC3CCCC3)CN(C=O)OC3CCCCO3)c2F)CC1, O. The product is CN1CCN(c2nc(Cl)nc(NNC(=O)C(CC3CCCC3)CN(O)C=O)c2F)CC1. Reaction SMILES: [Cl:1][c:2]1[n:3][c:4]([N:31]2[CH2:32][CH2:33][N:34]([CH3:37])[CH2:35][CH2:36]2)[c:5]([F:30])[c:6]([NH:8][NH:9][C:10]([CH:11]([CH2:12][N:13]([CH:14]=[O:15])[O:16][CH:17]2[CH2:18][CH2:19][CH2:20][CH2:21][O:22]2)[CH2:23][CH:24]2[CH2:25][CH2:26][CH2:27][CH2:28]2)=[O:29])[n:7]1.[OH2:38]>>[Cl:1][c:2]1[n:3][c:4]([N:31]2[CH2:32][CH2:33][N:34]([CH3:37])[CH2:35][CH2:36]2)[c:5]([F:30])[c:6]([NH:8][NH:9][C:10]([CH:11]([CH2:12][N:13]([CH:14]=[O:15])[OH:16])[CH2:23][CH:24]2[CH2:25][CH2:26][CH2:27][CH2:28]2)=[O:29])[n:7]1. The reactants are CO, CCOC(=O)c1cn(CC)c2nc3c(cc2c1=O)OCC3Cl, [Pd]. Yields the product CCOC(=O)c1cn(CC)c2nc3c(cc2c1=O)OCC3. Reaction SMILES: [CH3:23][OH:24].[Cl:1][CH:2]1[CH2:3][O:4][c:5]2[c:6]1[n:7][c:8]1[n:9]([CH2:21][CH3:22])[cH:10][c:11]([C:16](=[O:17])[O:18][CH2:19][CH3:20])[c:12](=[O:15])[c:13]1[cH:14]2.[Pd:25]>>[CH2:2]1[CH2:3][O:4][c:5]2[c:6]1[n:7][c:8]1[n:9]([CH2:21][CH3:22])[cH:10][c:11]([C:16](=[O:17])[O:18][CH2:19][CH3:20])[c:12](=[O:15])[c:13]1[cH:14]2. Reactants: C1(CCCC1)C(=O)Cl (cyclopentanecarbonyl chloride), [N-]=C=S.[NH4+] (ammonium isothiocyanate), NC=1C=CC(=C(C1)C=1C(N(C2=CC(=NC=C2C1)C)C)=O)C (3-(5-amino-2-methylphenyl)-1,7-dimethyl-1,6-naphthyridin-2(1H)-one). Solvent: CC(=O)C (acetone). Conditions: temperature 40 celsius, time 30 minute. Yields the product CN1C(C(=CC2=CN=C(C=C12)C)C=1C=C(C=CC1C)NC(=S)NC(=O)C1CCCC1)=O (N-(3-(1,7-dimethyl-2-oxo-1,2-dihydro-1,6-naphthyridin-3-yl)-4-methylphenylcarbamothioyl)cyclopentanecarboxamide). RXN SMILES: [CH:1]1([C:6](Cl)=[O:7])[CH2:5][CH2:4][CH2:3][CH2:2]1.[N-:9]=[C:10]=[S:11].[NH4+].[NH2:13][C:14]1[CH:15]=[CH:16][C:17]([CH3:33])=[C:18]([C:20]2[C:21](=[O:32])[N:22]([CH3:31])[C:23]3[C:28]([CH:29]=2)=[CH:27][N:26]=[C:25]([CH3:30])[CH:24]=3)[CH:19]=1>CC(C)=O>[CH3:31][N:22]1[C:23]2[C:28](=[CH:27][N:26]=[C:25]([CH3:30])[CH:24]=2)[CH:29]=[C:20]([C:18]2[CH:19]=[C:14]([NH:13][C:10]([NH:9][C:6]([CH:1]3[CH2:5][CH2:4][CH2:3][CH2:2]3)=[O:7])=[S:11])[CH:15]=[CH:16][C:17]=2[CH3:33])[C:21]1=[O:32] |f:1.2|. Reported procedure: The mixture of cyclopentanecarbonyl chloride (13 mg, 0.1 mmol) and ammonium isothiocyanate (7.6 mg, 0.1 mmol) in acetone (1.0 mL) was heated at 40° C. for 3 h. To the above reaction mixture, 3-(5-amino-2-methylphenyl)-1,7-dimethyl-1,6-naphthyridin-2(1H)-one (15) (27.5 mg, 0.1 mmol) was added at rt and stirred for 30 min. The solvent was removed under vacuum to yield N-(3-(1,7-dimethyl-2-oxo-1,2-dihydro-1,6-naphthyridin-3-yl)-4-methylphenylcarbamothioyl)cyclopentanecarboxamide 27, which was used ...